This data is from the Open Reaction Database (ORD), a public repository of structured organic reaction records. The task is: describe an organic reaction: reactants, conditions, products, and yield The reactants are N1=C(C=CC=C1)NC=O (N-(pyridine-2-yl)formamide), ice, [H-].[Na+] (sodium hydride), ice water, C(=O)OC(C)=O (acetic formic anhydride). Run in C1CCOC1 (THF), C1CCOC1 (THF). Run at time 30 minute. The product is C(=O)N(C=O)C1=NC=CC=C1 (N-formyl-N-(pyridin-2-yl)formamide). As a reaction SMILES: [H-].[Na+].[N:3]1[CH:8]=[CH:7][CH:6]=[CH:5][C:4]=1[NH:9][CH:10]=[O:11].[CH:12](OC(=O)C)=[O:13]>C1COCC1>[CH:10]([N:9]([C:4]1[CH:5]=[CH:6][CH:7]=[CH:8][N:3]=1)[CH:12]=[O:13])=[O:11] |f:0.1|. Procedure details: To a suspension of sodium hydride (10.8 g, 60 wt %, 0.27 mol) in 50 mL of THF was added dropwise a solution of N-(pyridine-2-yl)formamide (22.4 g, 0.18 mol) in 250 mL of THF. When the addition was complete, the reaction was stirred at room temperature for 30 minutes and then cooled in an ice/salt bath. The acetic formic anhydride ethereal solution from the previous step was added in one portion. The resulting mixture was stirred in the ice bath for 30 minutes and then overnight at room temperatu... Starting materials: C(C)C1C(CC(C(C(OC(C2CCCCN2C(C(C2(C(CC(C(C(CC(C(C(=C1)C)F)C)OC)O2)OC)C)O)=O)=O)=O)C(=CC2CC(C(CC2)OC2=CC1=CC=CC=C1C=C2)O)C)C)O)=O (17-ethyl-20-fluoro-1,14-dihydroxy-12-[2'-(4"-(napth-2-yloxy)-3"-hydroxycyclohexyl)-1'-methylvinyl]-23,25-dimethoxy-13,19,21,27-tetramethyl-11,28-dioxa-4-azatricyclo[22.3.1.04,9 ]octacos-18-ene-2,3,10,16-tetraone), ClC(C(OCC=C)=N)(Cl)Cl (allyl trichloroacetimidate), FC(S(=O)(=O)O)(F)F (trifluoromethanesulfonic acid). Solvent: C(Cl)Cl.C1CCCCC1 (methylene chloride cyclohexane). The product is C(C)C1C(CC(C(C(OC(C2CCCCN2C(C(C2(C(CC(C(C(CC(C(C(=C1)C)F)C)OC)O2)OC)C)O)=O)=O)=O)C(=CC2CC(C(CC2)OC2=CC1=CC=CC=C1C=C2)OCC=C)C)C)O)=O (17-Ethyl-20-fluoro-1,14-dihydroxy-12-[2'-(4"-(napth-2-yloxy)-3"-allyloxycyclohexyl)-1'-methylvinyl]-23,25-dimethoxy-13,19,21,27-tetramethyl-11,28-dioxa-4-azatricyclo[22.3.1.04,9 ]octacos-18-ene-2,3,10,16-tetraone). RXN SMILES: [CH2:1]([CH:3]1[CH:29]=[C:28]([CH3:30])[CH:27]([F:31])[CH:26]([CH3:32])[CH2:25][CH:24]([O:33][CH3:34])[CH:23]2[O:35][C:19]([OH:39])([CH:20]([CH3:38])[CH2:21][CH:22]2[O:36][CH3:37])[C:18](=[O:40])[C:17](=[O:41])[N:16]2[CH:11]([CH2:12][CH2:13][CH2:14][CH2:15]2)[C:10](=[O:42])[O:9][CH:8]([C:43]([CH3:63])=[CH:44][CH:45]2[CH2:50][CH2:49][CH:48]([O:51][C:52]3[CH:61]=[CH:60][C:59]4[C:54](=[CH:55][CH:56]=[CH:57][CH:58]=4)[CH:53]=3)[CH:47]([OH:62])[CH2:46]2)[CH:7]([CH3:64])[CH:6]([OH:65])[CH2:5][C:4]1=[O:66])[CH3:2].ClC(Cl)(Cl)C(=N)O[CH2:71][CH:72]=[CH2:73].FC(F)(F)S(O)(=O)=O>C(Cl)Cl.C1CCCCC1>[CH2:1]([CH:3]1[CH:29]=[C:28]([CH3:30])[CH:27]([F:31])[CH:26]([CH3:32])[CH2:25][CH:24]([O:33][CH3:34])[CH:23]2[O:35][C:19]([OH:39])([CH:20]([CH3:38])[CH2:21][CH:22]2[O:36][CH3:37])[C:18](=[O:40])[C:17](=[O:41])[N:16]2[CH:11]([CH2:12][CH2:13][CH2:14][CH2:15]2)[C:10](=[O:42])[O:9][CH:8]([C:43]([CH3:63])=[CH:44][CH:45]2[CH2:50][CH2:49][CH:48]([O:51][C:52]3[CH:61]=[CH:60][C:59]4[C:54](=[CH:55][CH:56]=[CH:57][CH:58]=4)[CH:53]=3)[CH:47]([O:62][CH2:73][CH:72]=[CH2:71])[CH2:46]2)[CH:7]([CH3:64])[CH:6]([OH:65])[CH2:5][C:4]1=[O:66])[CH3:2] |f:3.4|. Procedure: To a solution of 17-ethyl-20-fluoro-1,14-dihydroxy-12-[2'-(4"-(napth-2-yloxy)-3"-hydroxycyclohexyl)-1'-methylvinyl]-23,25-dimethoxy-13,19,21,27-tetramethyl-11,28-dioxa-4-azatricyclo[22.3.1.04,9 ]octacos-18-ene-2,3,10,16-tetraone in 33% methylene chloride/cyclohexane is added 1.5 equivalents of allyl trichloroacetimidate, and the reagents are allowed to mix for 5 minutes. A catalytic amount of trifluoromethanesulfonic acid is then added slowly via syringe and the mixture is stirred at room temper...